Dataset: the Open Reaction Database (ORD), a public repository of structured organic reaction records. Task: describe an organic reaction: reactants, conditions, products, and yield Reactants: CCOC(=O)CC(C)=O, OCCc1c[nH]c2ccccc12, Cc1ccc(S(=O)(=O)O)cc1, c1ccccc1, SCCc1c[nH]c2ccccc12. Yields the product CCOC(=O)CC1(C)OCCc2c1[nH]c1ccccc21. Reaction SMILES: [C:1]([CH2:2][C:3](=[O:4])[CH3:5])(=[O:6])[O:7][CH2:8][CH3:9].[OH:22][CH2:23][CH2:24][c:25]1[c:26]2[c:27]([cH:28][cH:29][cH:30][cH:31]2)[nH:32][cH:33]1.[c:34]1([CH3:35])[cH:36][cH:37][c:38]([S:39]([OH:40])(=[O:41])=[O:42])[cH:43][cH:44]1.[cH:45]1[cH:46][cH:47][cH:48][cH:49][cH:50]1.[nH:10]1[cH:11][c:12]([CH2:19][CH2:20][SH:21])[c:13]2[cH:14][cH:15][cH:16][cH:17][c:18]12>>[C:1]([CH2:2][C:3]1([CH3:5])[O:4][CH2:20][CH2:19][c:12]2[c:11]1[nH:10][c:18]1[c:13]2[cH:14][cH:15][cH:16][cH:17]1)(=[O:6])[O:7][CH2:8][CH3:9]. Starting materials: Cl.CN(CCCN=C=NCC)C (N-(3-Dimethylaminopropyl)-N'-ethylcarbodiimide hydrochloride), C(C)(C)(C)OC(=O)NC(C/C=C/C(=O)O)(C)C ((2E)-5-(tertbutoxycarbonylamino)-5-methylhex-2-enoic acid), ON1N=NC2=C1N=CC=C2 (1-hydroxy-7-azabenzotriazole), OCCOC1=C(C=CC=C1)CCN(C([C@@H](CC1=CC2=CC=CC=C2C=C1)NC)=O)C ((2R)-N-(2-(2-(2-hydroxyethoxy)phenyl)ethyl)-N-methyl-2-(methylamino)-3-(2-naphthyl)propionamide), C(C)N(C(C)C)C(C)C (ethyldiisopropylamine). Solvent: C(C)(=O)OCC (ethyl acetate), CN(C=O)C (N,N-dimethylformamide), ClCCl (dichloromethane). Run at temperature 0 celsius, time 20 minute. The product is C(C)(C)(C)OC(NC(C\C=C\C(N(C)[C@H](CC1=CC2=CC=CC=C2C=C1)C(N(C)CCC1=C(C=CC=C1)OCCO)=O)=O)(C)C)=O ((3E)-4-(N-((1R)-1-(N-(2-(2-(2-hydroxyethoxy)phenyl)ethyl)-N-methylcarbamoyl)-2-(2-naphthyl)ethyl)-N-methylcarbamoyl)-1,1-dimethylbut-3-enylcarbamic acid tert-butyl ester). Yield: 92.0%. Reaction SMILES: Cl.CN(C)CCCN=C=NCC.[C:13]([O:17][C:18]([NH:20][C:21]([CH3:29])([CH3:28])[CH2:22]/[CH:23]=[CH:24]/[C:25]([OH:27])=O)=[O:19])([CH3:16])([CH3:15])[CH3:14].ON1C2N=CC=CC=2N=N1.[OH:40][CH2:41][CH2:42][O:43][C:44]1[CH:49]=[CH:48][CH:47]=[CH:46][C:45]=1[CH2:50][CH2:51][N:52]([CH3:69])[C:53](=[O:68])[C@H:54]([NH:66][CH3:67])[CH2:55][C:56]1[CH:65]=[CH:64][C:63]2[C:58](=[CH:59][CH:60]=[CH:61][CH:62]=2)[CH:57]=1.C(N(C(C)C)C(C)C)C>CN(C)C=O.ClCCl.C(OCC)(=O)C>[C:13]([O:17][C:18](=[O:19])[NH:20][C:21]([CH3:29])([CH3:28])[CH2:22]/[CH:23]=[CH:24]/[C:25](=[O:27])[N:66]([C@@H:54]([C:53](=[O:68])[N:52]([CH2:51][CH2:50][C:45]1[CH:46]=[CH:47][CH:48]=[CH:49][C:44]=1[O:43][CH2:42][CH2:41][OH:40])[CH3:69])[CH2:55][C:56]1[CH:65]=[CH:64][C:63]2[C:58](=[CH:59][CH:60]=[CH:61][CH:62]=2)[CH:57]=1)[CH3:67])([CH3:14])([CH3:15])[CH3:16] |f:0.1|. Procedure details: At 0° C. N-(3-Dimethylaminopropyl)-N'-ethylcarbodiimide hydrochloride (125 mg, 0.65 mmol) was added to a solution of (2E)-5-(tertbutoxycarbonylamino)-5-methylhex-2-enoic acid (158 mg, 0.65 mmol) and 1-hydroxy-7-azabenzotriazole (88 mg, 0.65 mmol) in N,N-dimethylformamide (3 ml) and dichloromethane (3 ml). The solution was stirred for 20 min at 0° C. A solution of (2R)-N-(2-(2-(2-hydroxyethoxy)phenyl)ethyl)-N-methyl-2-(methylamino)-3-(2-naphthyl)propionamide (265 mg, 0.65 mmol) in dichlromethane ... The reactants are C1=CC=CC=2SC3=CC=CC=C3CC12 (thioxanthene), C(C(C)C)(=O)Cl (isobutyryl chloride), [Cl-].[Al+3].[Cl-].[Cl-] (aluminium chloride). Product: C(C(C)C)(=O)C1=CC=2CC3=CC(=CC=C3SC2C=C1)C(C(C)C)=O (2,7-di(isobutyryl)thioxanthene). RXN SMILES: [CH:1]1[C:14]2[CH2:13][C:12]3[C:7](=[CH:8][CH:9]=[CH:10][CH:11]=3)[S:6][C:5]=2[CH:4]=[CH:3][CH:2]=1.[C:15](Cl)(=[O:19])[CH:16]([CH3:18])[CH3:17].[Cl-].[Al+3].[Cl-].[Cl-]>>[C:15]([C:10]1[CH:9]=[CH:8][C:7]2[S:6][C:5]3[C:14](=[CH:1][C:2]([C:15](=[O:19])[CH:16]([CH3:18])[CH3:17])=[CH:3][CH:4]=3)[CH2:13][C:12]=2[CH:11]=1)(=[O:19])[CH:16]([CH3:18])[CH3:17] |f:2.3.4.5|. Reported procedure: A reaction as described in example 1b by using thioxanthene, isobutyryl chloride, and aluminium chloride gives the product. The structure is confirmed by Mass [M=366] and the 1H-NMR spectrum (CDCl3). δ[ppm]: 0.99 (d, 12H), 2.29 (hept, 2H), 2.82 (d, 4H), 4.00 (s, 2H), 7.50 (d, 2H), 7.79 (d, 2H), 7.92 (s, 2H). The reactants are N[C@H]1CN(CC1)C1=NC(=C2N=CN(C2=N1)[C@H]1[C@@H]([C@@H]([C@H](C1)NC(CC)=O)O)O)NCC(C1=CC=C(C=C1)O)C1=CC=C(C=C1)O (N-((1S,2R,3S,4R)-4-{2-((R)-3-Amino-pyrrolidin-1-yl)-6-[2,2-bis-(4-hydroxy-phenyl)-ethylamino]-purin-9-yl}-2,3-dihydroxy-cyclopentyl)-propionamide), TEA, Cl.C(C1=CC=NC=C1)(=O)Cl (isonicotinoyl chloride hydrochloride). The solvent is C1CCOC1 (THF), CN1CCCC1=O (NMP). Run at time 2 hour. Product: Cl (HCl), Cl.OC1=CC=C(C=C1)C(CNC1=C2N=CN(C2=NC(=N1)N1C[C@@H](CC1)NC(C1=CC=NC=C1)=O)[C@H]1[C@@H]([C@@H]([C@H](C1)NC(CC)=O)O)O)C1=CC=C(C=C1)O (N-{(R)-1-[6-[2,2-Bis-(4-hydroxy-phenyl)-ethylamino]-9-((1R,2S,3R,4S)-2,3-dihydroxy-4-propionylamino-cyclopentyl)-9H-purin-2-yl]-pyrrolidin-3-yl}-isonicotinamide hydrochloride). As a reaction SMILES: [NH2:1][C@@H:2]1[CH2:6][CH2:5][N:4]([C:7]2[N:15]=[C:14]3[C:10]([N:11]=[CH:12][N:13]3[C@@H:16]3[CH2:20][C@H:19]([NH:21][C:22](=[O:25])[CH2:23][CH3:24])[C@@H:18]([OH:26])[C@H:17]3[OH:27])=[C:9]([NH:28][CH2:29][CH:30]([C:38]3[CH:43]=[CH:42][C:41]([OH:44])=[CH:40][CH:39]=3)[C:31]3[CH:36]=[CH:35][C:34]([OH:37])=[CH:33][CH:32]=3)[N:8]=2)[CH2:3]1.[ClH:45].[C:46]([Cl:54])(=[O:53])[C:47]1[CH:52]=[CH:51][N:50]=[CH:49][CH:48]=1>C1COCC1.CN1C(=O)CCC1>[ClH:54].[ClH:45].[OH:44][C:41]1[CH:42]=[CH:43][C:38]([CH:30]([C:31]2[CH:36]=[CH:35][C:34]([OH:37])=[CH:33][CH:32]=2)[CH2:29][NH:28][C:9]2[N:8]=[C:7]([N:4]3[CH2:5][CH2:6][C@@H:2]([NH:1][C:46](=[O:53])[C:47]4[CH:52]=[CH:51][N:50]=[CH:49][CH:48]=4)[CH2:3]3)[N:15]=[C:14]3[C:10]=2[N:11]=[CH:12][N:13]3[C@@H:16]2[CH2:20][C@H:19]([NH:21][C:22](=[O:25])[CH2:23][CH3:24])[C@@H:18]([OH:26])[C@H:17]2[OH:27])=[CH:39][CH:40]=1 |f:1.2,6.7|. Reported procedure: A mixture comprising N-((1S,2R,3S,4R)-4-{2-((R)-3-amino-pyrrolidin-1-yl)-6-[2,2-bis-(4-hydroxy-phenyl)-ethylamino]-purin-9-yl}-2,3-dihydroxy-cyclopentyl)-propionamide (Example 22 step 4) (20 mg, 33 μmol) in THF (0.5 ml) and NMP (0.5 ml) is treated with TEA (13 mg, 0.13 mmol) followed by isonicotinoyl chloride hydrochloride (16 mg, 83 μmol). After stirring at room temperature for 2 hours, the solvent is removed in vacuo and purification by C-18 reverse phase column chromatography eluting with ace... The reactants are Cc1cc(C(=O)O)sc1C, COc1cccc(C(Oc2ccc3c(cnn3-c3ccc(F)cc3)c2)C(C)N)c1. Yields the product COc1cccc(C(Oc2ccc3c(cnn3-c3ccc(F)cc3)c2)C(C)NC(=O)c2cc(C)c(C)s2)c1. As a reaction SMILES: [CH3:30][c:31]1[cH:32][c:33]([C:37](=[O:38])[OH:39])[s:34][c:35]1[CH3:36].[F:1][c:2]1[cH:3][cH:4][c:5](-[n:8]2[n:9][cH:10][c:11]3[cH:12][c:13]([O:17][CH:18]([CH:19]([CH3:20])[NH2:21])[c:22]4[cH:23][c:24]([O:28][CH3:29])[cH:25][cH:26][cH:27]4)[cH:14][cH:15][c:16]23)[cH:6][cH:7]1>>[F:1][c:2]1[cH:3][cH:4][c:5](-[n:8]2[n:9][cH:10][c:11]3[cH:12][c:13]([O:17][CH:18]([CH:19]([CH3:20])[NH:21][C:37]([c:33]4[cH:32][c:31]([CH3:30])[c:35]([CH3:36])[s:34]4)=[O:38])[c:22]4[cH:23][c:24]([O:28][CH3:29])[cH:25][cH:26][cH:27]4)[cH:14][cH:15][c:16]23)[cH:6][cH:7]1.